From a dataset of the Open Reaction Database (ORD), a public repository of structured organic reaction records. describe an organic reaction: reactants, conditions, products, and yield Reactants: CCOC(=O)C(C)(C)n1ccc2cc(OCc3ccccc3)ccc21, CCO, [H][H]. The product is CCOC(=O)C(C)(C)n1ccc2cc(O)ccc21. As a reaction SMILES: [CH2:1]([CH3:2])[O:3][C:4]([C:5]([CH3:6])([CH3:7])[n:8]1[cH:9][cH:10][c:11]2[cH:12][c:13]([O:17][CH2:18][c:19]3[cH:20][cH:21][cH:22][cH:23][cH:24]3)[cH:14][cH:15][c:16]12)=[O:25].[CH3:28][CH2:29][OH:30].[H:26][H:27]>>[CH2:1]([CH3:2])[O:3][C:4]([C:5]([CH3:6])([CH3:7])[n:8]1[cH:9][cH:10][c:11]2[cH:12][c:13]([OH:17])[cH:14][cH:15][c:16]12)=[O:25]. Reactants: CC(C)(C)P(C1=CC=CC=C1C2=CC=CC=C2)C(C)(C)C (JohnPhos), C(#CCCCC)P(OCC)(O)=O (ethyl hydrogen hex-1-ynylphosphonate), CC(C)(C)P(C1=CC=CC=C1C2=CC=CC=C2)C(C)(C)C ((2-biphenyl)di-tert-butylphosphine), C(#C)C1CCCCC1 (ethynylcyclohexane). Reagents/catalysts: [Au] (gold). Run in ClC(C)Cl (dichloroethane), ClC(C)Cl (dichloroethane). Reaction conditions: time 5 minute. The product is C(C)OP1(OC(=CC(=C1)CCCC)C1CCCCC1)=O (2-ethoxy-4-n-butyl-6-cyclohexyl-1,2-oxaphosphorin 2-oxide). Isolated yield 47.0%. Reaction SMILES: CC(P(C(C)(C)C)C1C(C2C=CC=CC=2)=CC=CC=1)(C)C.[C:22]([P:28](=[O:33])([OH:32])[O:29][CH2:30][CH3:31])#[C:23][CH2:24][CH2:25][CH2:26][CH3:27].[C:34]([CH:36]1[CH2:41][CH2:40][CH2:39][CH2:38][CH2:37]1)#[CH:35]>[Au].ClC(Cl)C>[CH2:30]([O:29][P:28]1(=[O:32])[CH:22]=[C:23]([CH2:24][CH2:25][CH2:26][CH3:27])[CH:35]=[C:34]([CH:36]2[CH2:41][CH2:40][CH2:39][CH2:38][CH2:37]2)[O:33]1)[CH3:31]. Reported procedure: A gold (Ag(I)) catalyst {[Au(JohnPhos)NCCH3]|SbF6—} [JohnPhos:(2-biphenyl)di-tert-butylphosphine] (11.3 mg, 0.015 mmol) was put into a reaction container, and dichloroethane (0.4 mL) was put thereinto. After stirring at room temperature for 5 minutes, ethyl hydrogen hex-1-ynylphosphonate (57.0 mg, 0.3 mmol) diluted with 0.5 mL of dichloroethane was added thereto, and finally, ethynylcyclohexane (64.9 mg, 0.6 mmol) was put thereinto. Then, when all of the starting materials disappeared in the TLC... Reactants: N1(CCCCC1)CCOCC(CC(=O)OCCCC1=CC=CC=C1)=O (3-phenylpropyl 4-(2-(1-piperidinyl)ethoxy)acetoacetate), ClC=1C=C(C=O)C=CC1Cl (3,4-dichlorobenzaldehyde), COC1=CC=C(CSC(N)=N)C=C1 (2-(4-methoxybenzyl)isothiourea), C(O)([O-])=O.[Na+] (sodium hydrogen carbonate). The solvent is CN(C=O)C (N,N-dimethylformamide). Reaction conditions: temperature 50 celsius. The product is ClC=1C=C(C=CC1Cl)C1N=C(NC(=C1C(=O)OCCCC1=CC=CC=C1)COCCN1CCCCC1)SCC1=CC=C(C=C1)OC (3-Phenylpropyl 4-(3,4-dichlorophenyl)-2-(4-methoxyphenyl)methylthio-6-[(2-(1-piperidinyl)ethoxy)methyl]-1,4-dihydropyrimidine-5-carboxylate). Yield: 25.4%. RXN SMILES: [N:1]1([CH2:7][CH2:8][O:9][CH2:10][C:11](=O)[CH2:12][C:13]([O:15][CH2:16][CH2:17][CH2:18][C:19]2[CH:24]=[CH:23][CH:22]=[CH:21][CH:20]=2)=[O:14])[CH2:6][CH2:5][CH2:4][CH2:3][CH2:2]1.[Cl:26][C:27]1[CH:28]=[C:29]([CH:32]=[CH:33][C:34]=1[Cl:35])[CH:30]=O.[CH3:36][O:37][C:38]1[CH:48]=[CH:47][C:41]([CH2:42][S:43][C:44](=[NH:46])[NH2:45])=[CH:40][CH:39]=1.C(=O)([O-])O.[Na+]>CN(C)C=O>[Cl:26][C:27]1[CH:28]=[C:29]([CH:30]2[C:12]([C:13]([O:15][CH2:16][CH2:17][CH2:18][C:19]3[CH:24]=[CH:23][CH:22]=[CH:21][CH:20]=3)=[O:14])=[C:11]([CH2:10][O:9][CH2:8][CH2:7][N:1]3[CH2:6][CH2:5][CH2:4][CH2:3][CH2:2]3)[NH:46][C:44]([S:43][CH2:42][C:41]3[CH:47]=[CH:48][C:38]([O:37][CH3:36])=[CH:39][CH:40]=3)=[N:45]2)[CH:32]=[CH:33][C:34]=1[Cl:35] |f:3.4|. Procedure details: A mixture of 3-phenylpropyl 4-(2-(1-piperidinyl)ethoxy)acetoacetate (1.0 g, 2.88 mmol), 3,4-dichlorobenzaldehyde (0.60 g, 3.45 mmol), 2-(4-methoxybenzyl)isothiourea (0.80 g, 3.45 mmol) and sodium hydrogen carbonate (0.29 g, 3.45 mmol) was stirred in N,N-dimethylformamide (10 mL) for 6 days at room temperature, then heated to 50° C. for 7 days. The DMF was removed in vacuo and ethyl acetate was added to the residue. The precipitate was removed by filtration and the filtrate was washed with water,... Reactants: Cn1cc([N+](=O)[O-])c(Nc2ccc(Br)cc2F)cc1=O, O=C1CCC(=O)N1Cl, O=c1cc(Nc2ccc(I)cc2F)c([N+](=O)[O-])c[nH]1, CN(C)C=O. Reaction SMILES: [Br:1][c:2]1[cH:3][c:4]([F:20])[c:5]([NH:8][c:9]2[cH:10][c:11](=[O:19])[n:12]([CH3:18])[cH:13][c:14]2[N+:15](=[O:16])[O-:17])[cH:6][cH:7]1.[Cl:40][N:41]1[C:42](=[O:43])[CH2:44][CH2:45][C:46]1=[O:47].[F:21][c:22]1[cH:23][c:24]([I:25])[cH:26][cH:27][c:28]1[NH:29][c:30]1[c:31]([N+:32]([O-:33])=[O:34])[cH:35][nH:36][c:37](=[O:38])[cH:39]1.[O:48]=[CH:49][N:50]([CH3:51])[CH3:52]>>[Br:1][c:2]1[cH:3][c:4]([F:20])[c:5]([NH:8][c:9]2[c:10]([Cl:40])[c:11](=[O:19])[n:12]([CH3:18])[cH:13][c:14]2[N+:15](=[O:16])[O-:17])[cH:6][cH:7]1. Yields the product Cn1cc([N+](=O)[O-])c(Nc2ccc(Br)cc2F)c(Cl)c1=O.